This data is from the Open Reaction Database (ORD), a public repository of structured organic reaction records. The task is: describe an organic reaction: reactants, conditions, products, and yield The reactants are Cc1cccc2nc(C=Cc3ccc(C(=O)c4ccc(Cl)nc4)cc3)n(C)c(=O)c12, c1ccc(N2CCNCC2)cc1, c1ccncc1. Yields the product Cc1cccc2nc(C=Cc3ccc(C(=O)c4ccc(N5CCN(c6ccccc6)CC5)nc4)cc3)n(C)c(=O)c12. As a reaction SMILES: [Cl:1][c:2]1[n:3][cH:4][c:5]([C:6](=[O:7])[c:8]2[cH:9][cH:10][c:11]([CH:14]=[CH:15][c:16]3[n:17][c:18]4[cH:19][cH:20][cH:21][c:22]([CH3:28])[c:23]4[c:24](=[O:27])[n:25]3[CH3:26])[cH:12][cH:13]2)[cH:29][cH:30]1.[c:31]1([N:37]2[CH2:38][CH2:39][NH:40][CH2:41][CH2:42]2)[cH:32][cH:33][cH:34][cH:35][cH:36]1.[cH:43]1[cH:44][cH:45][n:46][cH:47][cH:48]1>>[c:2]1([N:40]2[CH2:39][CH2:38][N:37]([c:31]3[cH:32][cH:33][cH:34][cH:35][cH:36]3)[CH2:42][CH2:41]2)[n:3][cH:4][c:5]([C:6](=[O:7])[c:8]2[cH:9][cH:10][c:11]([CH:14]=[CH:15][c:16]3[n:17][c:18]4[cH:19][cH:20][cH:21][c:22]([CH3:28])[c:23]4[c:24](=[O:27])[n:25]3[CH3:26])[cH:12][cH:13]2)[cH:29][cH:30]1.